Task: describe an organic reaction: reactants, conditions, products, and yield. Dataset: the Open Reaction Database (ORD), a public repository of structured organic reaction records Reactants: BrC1=C(C=CC=C1)CCC(=O)OC (methyl 3-(2-bromophenyl)propionate), COCCOC (1,2-dimethoxyethane), S1C(=CC=C1)B(O)O (thiophene-2-boronic acid), C(=O)(O)[O-].[Na+] (NaHCO3). The reagents and catalysts are [Pd].C1(=CC=CC=C1)P(C1=CC=CC=C1)C1=CC=CC=C1.C1(=CC=CC=C1)P(C1=CC=CC=C1)C1=CC=CC=C1.C1(=CC=CC=C1)P(C1=CC=CC=C1)C1=CC=CC=C1.C1(=CC=CC=C1)P(C1=CC=CC=C1)C1=CC=CC=C1 (tetrakis(triphenylphosphine) palladium (0)). Solvent: O (water). Product: S1C(=CC=C1)C1=C(C=CC=C1)C(C(=O)OC)C (methyl 2-(2-thienyl)phenylpropionate). As a reaction SMILES: Br[C:2]1[CH:7]=[CH:6][CH:5]=[CH:4][C:3]=1[CH2:8][CH2:9]C(OC)=O.[S:14]1[CH:18]=[CH:17][CH:16]=[C:15]1B(O)O.[C:22]([O-:25])(O)=[O:23].[Na+].[CH3:27]OCCOC>O.[Pd].C1(P(C2C=CC=CC=2)C2C=CC=CC=2)C=CC=CC=1.C1(P(C2C=CC=CC=2)C2C=CC=CC=2)C=CC=CC=1.C1(P(C2C=CC=CC=2)C2C=CC=CC=2)C=CC=CC=1.C1(P(C2C=CC=CC=2)C2C=CC=CC=2)C=CC=CC=1>[S:14]1[CH:18]=[CH:17][CH:16]=[C:15]1[C:4]1[CH:5]=[CH:6][CH:7]=[CH:2][C:3]=1[CH:8]([CH3:9])[C:22]([O:25][CH3:27])=[O:23] |f:2.3,6.7.8.9.10|. Procedure: To a mixture of the crude methyl 3-(2-bromophenyl)propionate (1.59 g, ca 0.006 mol) and tetrakis(triphenylphosphine) palladium (0) (695 mg, 0.601 mmol) in 1,2-dimethoxyethane (45 mL) were added thiophene-2-boronic acid (2.304 g, 0.018 mol) and 1N aqueous NaHCO3 (15 mL). The resulting mixture was heated at reflux under nitrogen atmosphere for 66 hrs. The dark reaction mixture was then diluted with water (100 mL) and extracted with EtOAc (2×100 mL). The combined organic layers were dried over Na2S...